Dataset: the Open Reaction Database (ORD), a public repository of structured organic reaction records. Task: describe an organic reaction: reactants, conditions, products, and yield Starting materials: BrC=1C=C(C(=O)O)C=C(C1)Br (3,5-dibromobenzoic Acid), S(O)(O)(=O)=O (sulfuric acid), C1=CC=CC=C1 (benzene), O (water). Run in C(C)(C)O (isopropanol). The product is C(C)(C)OC(C1=CC(=CC(=C1)Br)Br)=O (3,5-Dibromo-benzoic acid isopropyl ester). RXN SMILES: [Br:1][C:2]1[CH:3]=[C:4]([CH:8]=[C:9]([Br:11])[CH:10]=1)[C:5]([OH:7])=[O:6].S(=O)(=O)(O)O.O.[CH:18]1[CH:23]=CC=C[CH:19]=1>C(O)(C)C>[CH:18]([O:6][C:5](=[O:7])[C:4]1[CH:3]=[C:2]([Br:1])[CH:10]=[C:9]([Br:11])[CH:8]=1)([CH3:23])[CH3:19]. Procedure: A solution of 3,5-dibromobenzoic Acid (Aldrich, 2.4 g, 8.6 mmol) in benzene (150 mL) and isopropanol (50 mL) was treated with concentrated sulfuric acid (2 mL) and heated to reflux overnight using a Dean-Stark water trap. The volatiles were evaporated in vacuo, the residue was diluted with water and extracted with diethyl ether. The organic phase was washed with water and saturated, aqueous sodium bicarbonate solution, dried over anhydrous magnesium sulfate, filtered and evaporated in vacuo to a... The reactants are FC1=C(C(=O)O)C=C(C=C1[N+](=O)[O-])F (2,5-Difluoro-3-nitrobenzoic acid), C[Si](C)(C)Cl (TMSCl). Solvent: CO (MeOH). The product is FC1=C(C(=O)OC)C=C(C=C1[N+](=O)[O-])F (methyl 2,5-difluoro-3-nitrobenzoate). The yield is 72.5%. Reaction SMILES: [F:1][C:2]1[C:10]([N+:11]([O-:13])=[O:12])=[CH:9][C:8]([F:14])=[CH:7][C:3]=1[C:4]([OH:6])=[O:5].[CH3:15][Si](Cl)(C)C>CO>[F:1][C:2]1[C:10]([N+:11]([O-:13])=[O:12])=[CH:9][C:8]([F:14])=[CH:7][C:3]=1[C:4]([O:6][CH3:15])=[O:5]. Procedure details: 2,5-Difluoro-3-nitrobenzoic acid (2.00 g, 9.847 mmol) was dissolved in MeOH (60 mL). TMSCl (6.220 mL, 49.24 mmol) was added, and the reaction mixture was stirred at reflux for 4 hours. The reaction mixture was concentrated to about 20 mL, and the crystals produced were filtered and dried under high vacuum providing methyl 2,5-difluoro-3-nitrobenzoate (1.55 g, 72.4%) as a crystalline solid. Starting materials: CC#N, CCO, CC#N, Clc1ccc2c(Cl)ccnc2c1, NC1CCN(Cc2ccccc2)CC1. Yields the product Clc1ccc2c(NC3CCN(Cc4ccccc4)CC3)ccnc2c1. Reaction SMILES: [C:33](#[N:34])[CH3:35].[CH2:30]([OH:31])[CH3:32].[CH3:27][C:28]#[N:29].[Cl:1][c:2]1[cH:3][cH:4][n:5][c:6]2[cH:7][c:8]([Cl:12])[cH:9][cH:10][c:11]12.[NH2:13][CH:14]1[CH2:15][CH2:16][N:17]([CH2:20][c:21]2[cH:22][cH:23][cH:24][cH:25][cH:26]2)[CH2:18][CH2:19]1>>[c:2]1([NH:13][CH:14]2[CH2:15][CH2:16][N:17]([CH2:20][c:21]3[cH:22][cH:23][cH:24][cH:25][cH:26]3)[CH2:18][CH2:19]2)[cH:3][cH:4][n:5][c:6]2[cH:7][c:8]([Cl:12])[cH:9][cH:10][c:11]12. Starting materials: FC1=CC=C(C=C1)C1=C(C=NN1C(C)C)C=1SC=C(N1)CC(=O)O (2-(2-(5-(4-fluorophenyl)-1-isopropyl-1H-pyrazol-4-yl)thiazol-4-yl)acetic acid), O1CCC(CC1)CN ((tetrahydro-2H-pyran-4-yl)methanamine). The product is FC1=CC=C(C=C1)C1=C(C=NN1C(C)C)C=1SC=C(N1)CC(=O)NCC1CCOCC1 (2-{2-[5-(4-fluorophenyl)-1-(1-methylethyl)-1H-pyrazol-4-yl]-1,3-thiazol-4-yl}-N-(tetrahydro-2H-pyran-4-ylmethyl)acetamide). As a reaction SMILES: [F:1][C:2]1[CH:7]=[CH:6][C:5]([C:8]2[N:12]([CH:13]([CH3:15])[CH3:14])[N:11]=[CH:10][C:9]=2[C:16]2[S:17][CH:18]=[C:19]([CH2:21][C:22](O)=[O:23])[N:20]=2)=[CH:4][CH:3]=1.[O:25]1[CH2:30][CH2:29][CH:28]([CH2:31][NH2:32])[CH2:27][CH2:26]1>>[F:1][C:2]1[CH:7]=[CH:6][C:5]([C:8]2[N:12]([CH:13]([CH3:15])[CH3:14])[N:11]=[CH:10][C:9]=2[C:16]2[S:17][CH:18]=[C:19]([CH2:21][C:22]([NH:32][CH2:31][CH:28]3[CH2:29][CH2:30][O:25][CH2:26][CH2:27]3)=[O:23])[N:20]=2)=[CH:4][CH:3]=1. Procedure details: Using the compound obtained in step 4 and (tetrahydro-2H-pyran-4-yl)methanamine and by reaction and purification in the same manner as in the method described in Example 1, step 7, the title compound was obtained.